This data is from the Open Reaction Database (ORD), a public repository of structured organic reaction records. The task is: describe an organic reaction: reactants, conditions, products, and yield Starting materials: FC=1C=C2NC(C(N(C2=CC1[N+](=O)[O-])O)=O)=O (6-fluoro-1-hydroxy-7-nitroquinoxaline-2,3-(1H,4H)-dione), N1C=NC=C1 (imidazole). Run in CN(C)C=O (DMF). Run at temperature 100 celsius, time 4 hour. The product is ON1C(C(NC2=CC(=C(C=C12)[N+](=O)[O-])N1C=NC=C1)=O)=O (1-hydroxy-6-(1-imidazolyl)-7-nitroquinoxaline-2,3-(1H,4H)-dione). Isolated yield 48.2%. As a reaction SMILES: F[C:2]1[CH:3]=[C:4]2[C:9](=[CH:10][C:11]=1[N+:12]([O-:14])=[O:13])[N:8]([OH:15])[C:7](=[O:16])[C:6](=[O:17])[NH:5]2.[NH:18]1[CH:22]=[CH:21][N:20]=[CH:19]1>CN(C=O)C>[OH:15][N:8]1[C:9]2[C:4](=[CH:3][C:2]([N:18]3[CH:22]=[CH:21][N:20]=[CH:19]3)=[C:11]([N+:12]([O-:14])=[O:13])[CH:10]=2)[NH:5][C:6](=[O:17])[C:7]1=[O:16]. Procedure details: A mixture of 370 mg of 6-fluoro-1-hydroxy-7-nitroquinoxaline-2,3-(1H,4H)-dione, 320 mg of imidazole and 37 ml of DMF was stirred at 100° C. for 4 hours. The reaction mixture was concentrated and, then, diluted with water. The aqueous layer was neutralized with hydrochloric acid and the resulting crystals were recovered by filtration and washed with water to provide 214 mg of 1-hydroxy-6-(1-imidazolyl)-7-nitroquinoxaline-2,3-(1H,4H)-dione 1/2 hydrate.